From a dataset of the Open Reaction Database (ORD), a public repository of structured organic reaction records. describe an organic reaction: reactants, conditions, products, and yield Starting materials: CC(=O)OC(C)=O, N#Cc1cnn(-c2ccc(Cl)c(Cl)c2Cl)c1N. The product is CC(=O)Nc1c(C#N)cnn1-c1ccc(Cl)c(Cl)c1Cl. RXN SMILES: [CH3:18][C:19](=[O:20])[O:21][C:22](=[O:23])[CH3:24].[NH2:1][c:2]1[c:3]([C:16]#[N:17])[cH:4][n:5][n:6]1-[c:7]1[c:8]([Cl:15])[c:9]([Cl:14])[c:10]([Cl:13])[cH:11][cH:12]1>>[NH:1]([c:2]1[c:3]([C:16]#[N:17])[cH:4][n:5][n:6]1-[c:7]1[c:8]([Cl:15])[c:9]([Cl:14])[c:10]([Cl:13])[cH:11][cH:12]1)[C:19]([CH3:18])=[O:20]. The reactants are FC(OC1=CC(=NN1C)NN)F (5-Difluoromethoxy-3-hydrazino-1-methylpyrazole), C(C)OC=C(C#N)C#N (ethoxymethylenemalononitrile). The solvent is C(C)O (ethanol). The product is NC1=C(C=NN1C1=NN(C(=C1)OC(F)F)C)C#N (5-Amino-1-(5-difluoromethoxy-1-methyl-3-pyrazolyl)-4-pyrazolecarbonitrile). As a reaction SMILES: [F:1][CH:2]([F:12])[O:3][C:4]1[N:8]([CH3:9])[N:7]=[C:6]([NH:10][NH2:11])[CH:5]=1.C(O[CH:16]=[C:17]([C:20]#[N:21])[C:18]#[N:19])C>C(O)C>[NH2:21][C:20]1[N:10]([C:6]2[CH:5]=[C:4]([O:3][CH:2]([F:1])[F:12])[N:8]([CH3:9])[N:7]=2)[N:11]=[CH:16][C:17]=1[C:18]#[N:19]. Procedure: 22.5 g (0.13 mol) 5-Difluoromethoxy-3-hydrazino-1-methylpyrazole was dissolved in 310 ml ethanol and treated with 15.4 g (0.13 mol) ethoxymethylenemalononitrile. After the mixture had been heated under reflux for one hour it was cooled. The precipitate was suction filtered and washed with a small amount of ethanol. Reactants: C(C(=O)Cl)(=O)Cl (oxalyl chloride), COC=1C=C(C=CC1OC)S(=O)(=O)C(CCCCC1=CC=CC=C1)C1(CCCC1)C(=O)O (1-[1-(3,4-Dimethoxyphenylsulfonyl)-5-phenylpentyl]cyclopentane carboxylic acid), C[Si](C)(C)NO (Trimethylsilylhydroxylamine). Solvent: C(Cl)Cl (CH2Cl2), C(Cl)Cl (CH2Cl2). Reaction conditions: temperature 0 celsius, time 2 hour. Product: ONC(=O)C1(CCCC1)C(CCCCC1=CC=CC=C1)S(=O)(=O)C1=CC(=C(C=C1)OC)OC (1-[1-(3,4-Dimethoxyphenylsulfonyl)-5-phenylpentyl]cyclopentanecarboxylic acid hydroxyamide). Isolated yield 67.3%. RXN SMILES: [CH3:1][O:2][C:3]1[CH:4]=[C:5]([S:11]([CH:14]([C:25]2([C:30]([OH:32])=O)[CH2:29][CH2:28][CH2:27][CH2:26]2)[CH2:15][CH2:16][CH2:17][CH2:18][C:19]2[CH:24]=[CH:23][CH:22]=[CH:21][CH:20]=2)(=[O:13])=[O:12])[CH:6]=[CH:7][C:8]=1[O:9][CH3:10].C(Cl)(=O)C(Cl)=O.C[Si]([NH:43][OH:44])(C)C>C(Cl)Cl>[OH:44][NH:43][C:30]([C:25]1([CH:14]([S:11]([C:5]2[CH:6]=[CH:7][C:8]([O:9][CH3:10])=[C:3]([O:2][CH3:1])[CH:4]=2)(=[O:13])=[O:12])[CH2:15][CH2:16][CH2:17][CH2:18][C:19]2[CH:24]=[CH:23][CH:22]=[CH:21][CH:20]=2)[CH2:29][CH2:28][CH2:27][CH2:26]1)=[O:32]. Reported procedure: 1-[1-(3,4-Dimethoxyphenylsulfonyl)-5-phenylpentyl]cyclopentane carboxylic acid (0.69 g, 1.5 mmol) is dissolved in CH2Cl2 (6 mL), cooled to 0° C. and 2 M oxalyl chloride in CH2Cl2 (2.2 mL, 4.4 mmol) is added. The reaction is warmed and stirred at room temperature 2 hours. The solvent is removed in vacuo and the residue azeotroped with chloroform (2×10 mL). The residue is dissolved in CH2Cl2 (2 mL) and cooled to 0° C. Trimethylsilylhydroxylamine (0.52 mL, 4.5 mmol) is added over 1 minute and this ... Yields the product CCN1CCN(c2ncc(C(=O)Nc3cc(CCc4cc(OC)cc(OC)c4)n[nH]3)cn2)CC1C. RXN SMILES: [CH2:5]([CH3:6])[N:7]1[CH:8]([CH3:23])[CH2:9][N:10]([c:13]2[n:14][cH:15][c:16]([C:19]([O:21][CH3:20])=[O:22])[cH:17][n:18]2)[CH2:11][CH2:12]1.[CH3:1][Al:2]([CH3:3])[CH3:4].[CH3:24][O:25][c:26]1[cH:27][c:28]([CH2:34][CH2:35][c:36]2[cH:37][c:38]([NH2:41])[nH:39][n:40]2)[cH:29][c:30]([O:32][CH3:33])[cH:31]1.[CH3:42][c:43]1[cH:44][cH:45][cH:46][cH:47][cH:48]1>>[CH2:5]([CH3:6])[N:7]1[CH:8]([CH3:23])[CH2:9][N:10]([c:13]2[n:14][cH:15][c:16]([C:19](=[O:21])[NH:41][c:38]3[cH:37][c:36]([CH2:35][CH2:34][c:28]4[cH:27][c:26]([O:25][CH3:24])[cH:31][c:30]([O:32][CH3:33])[cH:29]4)[n:40][nH:39]3)[cH:17][n:18]2)[CH2:11][CH2:12]1. Reactants: CCN1CCN(c2ncc(C(=O)OC)cn2)CC1C, C[Al](C)C, COc1cc(CCc2cc(N)[nH]n2)cc(OC)c1, Cc1ccccc1. The reactants are CC1([C@@H]([C@H]1/C=C\1/C(OCC1)=O)C(=O)O)C ((1R,trans) 2,2-dimethyl-3-[(E) (dihydro-2-oxo-3(2H)-furanylidene)-methyl]-cyclopropane-1-carboxylic acid), C(C)(C)NC(OCC)=NC(C)C (ethyl N,N'-diisopropylcarbamimidate). Solvent: C(C)O (ethanol). Product: CC1([C@@H]([C@H]1/C=C\1/C(OCC1)=O)C(=O)OCC)C (ethyl (1R,trans) 2,2-dimethyl-3-[(E) (dihydro-2-oxo-3-(2H)-furanylidene)-methyl]-cyclopropane-1-carboxylate). The yield is 56.6%. Reaction SMILES: [CH3:1][C:2]1([CH3:15])[C@H:4](/[CH:5]=[C:6]2/[C:7](=[O:11])[O:8][CH2:9][CH2:10]/2)[C@H:3]1[C:12]([OH:14])=[O:13].[CH:16](NC(=NC(C)C)OCC)(C)[CH3:17]>C(O)C>[CH3:1][C:2]1([CH3:15])[C@H:4](/[CH:5]=[C:6]2/[C:7](=[O:11])[O:8][CH2:9][CH2:10]/2)[C@H:3]1[C:12]([O:14][CH2:16][CH3:17])=[O:13]. Procedure: Using the procedure of Example 17, 7.8 g of (1R,trans) 2,2-dimethyl-3-[(E) (dihydro-2-oxo-3(2H)-furanylidene)-methyl]-cyclopropane-1-carboxylic acid and 7 g of ethyl N,N'-diisopropylcarbamimidate were reacted to obtain 5 g of ethyl (1R,trans) 2,2-dimethyl-3-[(E) (dihydro-2-oxo-3-(2H)-furanylidene)-methyl]-cyclopropane-1-carboxylate with a specific rotation of [α]D20 =+50°±2° (c=0.5% in ethanol).